The task is: describe an organic reaction: reactants, conditions, products, and yield. This data is from the Open Reaction Database (ORD), a public repository of structured organic reaction records. Reactants: C(C)OC(=O)C=1N=NC(=CC1)OCC=1C(=NOC1C)C1=CC=NC=C1 (6-(5-methyl-3-pyridin-4-yl-isoxazol-4-ylmethoxy)-pyridazine-3-carboxylic acid ethyl ester), CN (methylamine). Product: CNC(=O)C=1N=NC(=CC1)OCC=1C(=NOC1C)C1=CC=NC=C1 (6-(5-Methyl-3-pyridin-4-yl-isoxazol-4-ylmethoxy)-pyridazine-3-carboxylic acid methylamide). Yield: 17.0%. RXN SMILES: C(O[C:4]([C:6]1[N:7]=[N:8][C:9]([O:12][CH2:13][C:14]2[C:15]([C:20]3[CH:25]=[CH:24][N:23]=[CH:22][CH:21]=3)=[N:16][O:17][C:18]=2[CH3:19])=[CH:10][CH:11]=1)=[O:5])C.[CH3:26][NH2:27]>>[CH3:26][NH:27][C:4]([C:6]1[N:7]=[N:8][C:9]([O:12][CH2:13][C:14]2[C:15]([C:20]3[CH:21]=[CH:22][N:23]=[CH:24][CH:25]=3)=[N:16][O:17][C:18]=2[CH3:19])=[CH:10][CH:11]=1)=[O:5]. Procedure details: As described for example 69, 6-(5-methyl-3-pyridin-4-yl-isoxazol-4-ylmethoxy)-pyridazine-3-carboxylic acid ethyl ester (100 mg, 0.29 mmol) was converted, using methylamine (2 M solution in THF) instead of isopropylamine, to the title compound (16 mg, 17%) which was obtained as a white solid. MS: m/e=326.1 [M+H]−. The solvent is C(C)#N (acetonitrile). Isolated yield 68.3%. As a reaction SMILES: FC(F)(F)C(O)=O.[CH2:8]1[CH:12]2[CH2:13][C:14](=[O:16])[CH2:15][CH:11]2[CH2:10][NH:9]1.C(=O)([O-])[O-].[K+].[K+].[CH3:23][N:24]([CH3:28])[C:25](Cl)=[O:26]>C(#N)C>[CH3:23][N:24]([CH3:28])[C:25]([N:9]1[CH2:10][CH:11]2[CH2:15][C:14](=[O:16])[CH2:13][CH:12]2[CH2:8]1)=[O:26] |f:0.1,2.3.4|. Product: CN(C(=O)N1CC2C(C1)CC(C2)=O)C (N,N-dimethyl-5-oxo-hexahydro-cyclopenta[c]pyrrole-2-carboxamide). Procedure details: Hexahydro-cyclopenta[c]pyrrol-5-one trifluoroacetate 1f obtained from the above step was dissolved in 15 mL of acetonitrile with stirring. Upon cooling by an ice-water bath, potassium carbonate (0.24 g, 1.71 mmol) was added followed by dimethylcarbamic chloride (0.14 mL, 1.56 mmol). The reaction mixture was warmed up to room temperature and reacted for 2 hours. The mixture was concentrated under reduced pressure and diluted with 50 mL of water. The mixture was extracted with ethyl acetate (50 mL... Reactants: FC(C(=O)O)(F)F.C1NCC2C1CC(C2)=O (hexahydro-cyclopenta[c]pyrrol-5-one trifluoroacetate), C([O-])([O-])=O.[K+].[K+] (potassium carbonate), CN(C(=O)Cl)C (dimethylcarbamic chloride). Reactants: OC=1C=C(C=CC1)CCCCN1C=NC=C1 (1-[4-(3-hydroxyphenyl)butyl]imidazole), C(C1=CC=CC=C1)OC1=CC=C(C=C1)C=1OC=C(N1)CCl (2-(4-benzyloxyphenyl)-4-chloromethyloxazole). Yields the product C(C1=CC=CC=C1)OC1=CC=C(C=C1)C=1OC=C(N1)COC1=CC(=CC=C1)CCCCN1C=NC=C1 (2-(4-benzyloxyphenyl)-4-[3-[4-(1-imidazolyl)butyl]phenoxymethyl]oxazole). The yield is 78.0%. As a reaction SMILES: [OH:1][C:2]1[CH:3]=[C:4]([CH2:8][CH2:9][CH2:10][CH2:11][N:12]2[CH:16]=[CH:15][N:14]=[CH:13]2)[CH:5]=[CH:6][CH:7]=1.[CH2:17]([O:24][C:25]1[CH:30]=[CH:29][C:28]([C:31]2[O:32][CH:33]=[C:34]([CH2:36]Cl)[N:35]=2)=[CH:27][CH:26]=1)[C:18]1[CH:23]=[CH:22][CH:21]=[CH:20][CH:19]=1>>[CH2:17]([O:24][C:25]1[CH:30]=[CH:29][C:28]([C:31]2[O:32][CH:33]=[C:34]([CH2:36][O:1][C:2]3[CH:7]=[CH:6][CH:5]=[C:4]([CH2:8][CH2:9][CH2:10][CH2:11][N:12]4[CH:16]=[CH:15][N:14]=[CH:13]4)[CH:3]=3)[N:35]=2)=[CH:27][CH:26]=1)[C:18]1[CH:19]=[CH:20][CH:21]=[CH:22][CH:23]=1. Reported procedure: In substantially the same manner as in Working Example 72, 1-[4-(3-hydroxyphenyl)butyl]imidazole was allowed to react with 2-(4-benzyloxyphenyl)-4-chloromethyloxazole to give 2-(4-benzyloxyphenyl)-4-[3-[4-(1-imidazolyl)butyl]phenoxymethyl]oxazole. The yield was 78%. Recrystallization from ethyl acetate-hexane gave colorless prisms, mp 87-88° C. Reactants: C(C)(C)(C)OC(NC1=CC(=CC(=C1)C(F)(F)F)C1=NC(=NC(=C1C#CC=1C=NC(=CC1)N)C)N)=O ({3-[2-amino-5-(6-amino-pyridin-3-ylethynyl)-6-methyl-pyrimidin-4-yl]-5-trifluoromethyl-phenyl}-carbamic acid tert-butyl ester), solution, Cl (HCl). Solvent: O1CCOCC1 (dioxane). The product is NC1=CC=C(C=N1)C#CC=1C(=NC(=NC1C)N)C1=CC(=CC(=C1)C(F)(F)F)N (5-(6-Amino-pyridin-3-ylethynyl)-4-(3-amino-5-trifluoromethyl-phenyl)-6-methyl-pyrimidin-2-ylamine). As a reaction SMILES: C(OC(=O)[NH:7][C:8]1[CH:13]=[C:12]([C:14]([F:17])([F:16])[F:15])[CH:11]=[C:10]([C:18]2[C:23]([C:24]#[C:25][C:26]3[CH:27]=[N:28][C:29]([NH2:32])=[CH:30][CH:31]=3)=[C:22]([CH3:33])[N:21]=[C:20]([NH2:34])[N:19]=2)[CH:9]=1)(C)(C)C.Cl>O1CCOCC1>[NH2:32][C:29]1[N:28]=[CH:27][C:26]([C:25]#[C:24][C:23]2[C:18]([C:10]3[CH:11]=[C:12]([C:14]([F:17])([F:16])[F:15])[CH:13]=[C:8]([NH2:7])[CH:9]=3)=[N:19][C:20]([NH2:34])=[N:21][C:22]=2[CH3:33])=[CH:31][CH:30]=1. Procedure: The title compound is synthesized starting from 632 mg (1.3 mmol) {3-[2-amino-5-(6-amino-pyridin-3-ylethynyl)-6-methyl-pyrimidin-4-yl]-5-trifluoromethyl-phenyl}-carbamic acid tert-butyl ester (A-42) by treatment with a 4 M solution of HCl in dioxane. After completion of the reaction the solvent is removed in vacuo followed by extraction with DCM and a saturated aqueous solution of NaHCO3. Yield: 310 mg (62%). Reactants: BrCc1ccccc1, CCOCC, [K+], [K+], O=C([O-])[O-], CN(C)C=O, COC(=O)c1cccc(C(=O)OC)c1O. Yields the product COC(=O)c1cccc(C(=O)OC)c1OCc1ccccc1. As a reaction SMILES: [Br:1][CH2:2][c:3]1[cH:4][cH:5][cH:6][cH:7][cH:8]1.[CH3:35][CH2:36][O:37][CH2:38][CH3:39].[K+:24].[K+:25].[O-:26][C:27]([O-:28])=[O:29].[O:30]=[CH:31][N:32]([CH3:33])[CH3:34].[OH:9][c:10]1[c:11]([C:12](=[O:13])[O:14][CH3:15])[cH:16][cH:17][cH:18][c:19]1[C:20](=[O:21])[O:22][CH3:23]>>[CH2:2]([c:3]1[cH:4][cH:5][cH:6][cH:7][cH:8]1)[O:9][c:10]1[c:11]([C:12](=[O:13])[O:14][CH3:15])[cH:16][cH:17][cH:18][c:19]1[C:20](=[O:21])[O:22][CH3:23]. Product: COC(=O)C(C(=O)NC[Si](C)(OC)OC)C(=O)OC. RXN SMILES: [C:1]([CH2:2][C:3](=[O:4])[O:5][CH3:6])(=[O:7])[O:8][CH3:9].[CH3:10][O-:11].[N:13](=[C:14]=[O:15])[CH2:16][Si:17]([CH3:18])([O:19][CH3:20])[O:21][CH3:22].[Na+:12]>>[C:1]([CH:2]([C:3](=[O:4])[O:5][CH3:6])[C:14]([NH:13][CH2:16][Si:17]([CH3:18])([O:19][CH3:20])[O:21][CH3:22])=[O:15])(=[O:7])[O:8][CH3:9]. The reactants are COC(=O)CC(=O)OC, C[O-], CO[Si](C)(CN=C=O)OC, [Na+].